This data is from the Open Reaction Database (ORD), a public repository of structured organic reaction records. The task is: describe an organic reaction: reactants, conditions, products, and yield Starting materials: CC(C)(C)OC(=O)n1nc(CBr)c2cccnc21, N#C[Na], CN(C)C=O, O. The product is CC(C)(C)OC(=O)n1nc(CC#N)c2cccnc21. As a reaction SMILES: [Br:1][CH2:2][c:3]1[n:4][n:5]([C:12](=[O:13])[O:14][C:15]([CH3:16])([CH3:17])[CH3:18])[c:6]2[n:7][cH:8][cH:9][cH:10][c:11]12.[Na:19][C:20]#[N:21].[O:22]=[CH:23][N:24]([CH3:25])[CH3:26].[OH2:27]>>[CH2:2]([c:3]1[n:4][n:5]([C:12](=[O:13])[O:14][C:15]([CH3:16])([CH3:17])[CH3:18])[c:6]2[n:7][cH:8][cH:9][cH:10][c:11]12)[C:20]#[N:21]. Reactants: C(C(C)C)NCC(C)C (diisobutylamine), aqueous solution, N (NH3), CC(=O)C (acetone), C(C)#N (acetonitrile), OO (H2O2). The reagents and catalysts are C(C)(=O)[O-].[NH4+] (ammonium acetate). Solvent: [Na][Na] (disodium), C(CN(CC(=O)O)CC(=O)O)N(CC(=O)O)CC(=O)O (ethylenediaminetetracetic acid), CO (metanol), O (water). Run at time 7 hour. Product: C(C(C)C)N(N=C(C)C)CC(C)C (acetone N, N-diisobutylhydrazone). Yield: 14.1%. As a reaction SMILES: [CH2:1]([NH:5][CH2:6][CH:7]([CH3:9])[CH3:8])[CH:2]([CH3:4])[CH3:3].N.[CH3:11][C:12]([CH3:14])=O.C(#[N:17])C.OO>[Na][Na].C(N(CC(O)=O)CC(O)=O)CN(CC(O)=O)CC(O)=O.C([O-])(=O)C.[NH4+].O.CO>[CH2:1]([N:5]([CH2:6][CH:7]([CH3:9])[CH3:8])[N:17]=[C:12]([CH3:14])[CH3:11])[CH:2]([CH3:4])[CH3:3] |f:7.8|. Procedure: A solution was prepared which comprised 206 g diisobutylamine (1.60 mole), 36 g an aqueous solution containing 19.1% by weight NH3 (0.40 mole), 92.6 g acetone (1.60 mole), 41 g acetonitrile (1.00 mole), and 96 g metanol, in which 2.4 g of the disodium salt of ethylenediaminetetracetic acid and 0.4 g ammonium acetate were dissolved. The solution was brought to 50° C, and within the space of half an hour 38.9 g oxygenated water containing 70% by weight H2O2 (0.80 mole) were introduced. The reactio... Reactants: P(=O)(Cl)(Cl)Cl (Phosphorus oxychloride), COC1=CC=CC2=CC=CC=C12 (1-methoxynaphthalene), C(C)(=O)[O-].[Na+] (sodium acetate). Run in CN(C=O)C (dimethylformamide). Yields the product COC1=CC=C(C2=CC=CC=C12)C=O (4-Methoxy-1-naphthaldehyde). RXN SMILES: P(Cl)(Cl)(Cl)=O.[CH3:6][O:7][C:8]1[C:17]2[C:12](=[CH:13][CH:14]=[CH:15][CH:16]=2)[CH:11]=[CH:10][CH:9]=1.[C:18]([O-])(=[O:20])C.[Na+]>CN(C)C=O>[CH3:6][O:7][C:8]1[C:17]2[C:12](=[CH:13][CH:14]=[CH:15][CH:16]=2)[C:11]([CH:18]=[O:20])=[CH:10][CH:9]=1 |f:2.3|. Procedure details: Phosphorus oxychloride (315 g, 1.6 mole) was added dropwise over 4 hours to a stirred solution of 1-methoxynaphthalene (250 g) (2) in dried dimethylformamide (150 g). the reaction mixture was heated on a water bath for a further 4 hours, cooled, and poured onto ice (1 k) and 2M aqueous sodium acetate (1.5 l). The organic layer was extracted with dichloromethane (1 l) and washed with dilute hydrochloric acid and then with water. The organic layer was dried (MgSO4), filtered, and the solvent remov... Reactants: CN (methylamine), Cl.CN(CCCC(C)N=C=N)C (1-(3-dimethylaminopropyl)-ethylcarbodiimide hydrochloride), BrC1=CC=C(C=C1)C(CC(=O)O)C1=CC=C(C=C1)Cl (3-(4-bromo-phenyl)-3-(4-chloro-phenyl)-propionic acid). Solvent: ClCCl (dichloromethane). Conditions: time 16 hour. Yields the product BrC1=CC=C(C=C1)C(CC(=O)NC)C1=CC=C(C=C1)Cl (3-(4-Bromo-phenyl)-3-(4-chloro-phenyl)-N-methyl-propionamide). Reaction SMILES: [Br:1][C:2]1[CH:7]=[CH:6][C:5]([CH:8]([C:13]2[CH:18]=[CH:17][C:16]([Cl:19])=[CH:15][CH:14]=2)[CH2:9][C:10](O)=[O:11])=[CH:4][CH:3]=1.CN.Cl.[CH3:23][N:24](C)CCCC(N=C=N)C>ClCCl>[Br:1][C:2]1[CH:7]=[CH:6][C:5]([CH:8]([C:13]2[CH:18]=[CH:17][C:16]([Cl:19])=[CH:15][CH:14]=2)[CH2:9][C:10]([NH:24][CH3:23])=[O:11])=[CH:4][CH:3]=1 |f:2.3|. Procedure: A mixture of 3-(4-bromo-phenyl)-3-(4-chloro-phenyl)-propionic acid (0.25 g, 0.74 mmol) and 1-hydroxybenatriazole (0.12 g, 0.88 mmol) in dichloromethane (3 ml) was stirred for 15 minutes before addition of methylamine (40% solution in water, 0.110, 1.47 mmol) and 1-(3-dimethylaminopropyl)-ethylcarbodiimide hydrochloride (0.17 g, 0.88 mmol). The reaction mixture was stirred for 16 hours, solvent removed under reduced pressure and the residue partitioned between ethyl acetate and 1N HCl. The organi... Starting materials: N, CCOC(=O)Cc1cc(NC(=O)C(F)(F)F)ccc1S(=O)(=O)Nc1ccc2c(c1)B(O)OC2. Yields the product CCOC(=O)Cc1cc(N)ccc1S(=O)(=O)Nc1ccc2c(c1)B(O)OC2. As a reaction SMILES: [NH3:34].[OH:1][B:2]1[O:3][CH2:4][c:5]2[c:6]1[cH:7][c:8]([NH:11][S:12](=[O:13])(=[O:14])[c:15]1[c:16]([CH2:28][C:29](=[O:30])[O:31][CH2:32][CH3:33])[cH:17][c:18]([NH:21][C:22](=[O:23])[C:24]([F:25])([F:26])[F:27])[cH:19][cH:20]1)[cH:9][cH:10]2>>[OH:1][B:2]1[O:3][CH2:4][c:5]2[c:6]1[cH:7][c:8]([NH:11][S:12](=[O:13])(=[O:14])[c:15]1[c:16]([CH2:28][C:29](=[O:30])[O:31][CH2:32][CH3:33])[cH:17][c:18]([NH2:21])[cH:19][cH:20]1)[cH:9][cH:10]2.